This data is from the Open Reaction Database (ORD), a public repository of structured organic reaction records. The task is: describe an organic reaction: reactants, conditions, products, and yield Reactants: C(C)(C)(C)OC(=O)C1=C(SC=2CN(C(CC21)CN2C(C1=CC=CC(=C1C2=O)OCC2=CC=CC=C2)=O)C(=O)OC(C)(C)C)N (2-amino-5-(4-benzyloxy-1,3-dioxo-1,3-dihydro-isoindol-2-ylmethyl)-4,5,6,7-tetrahydro-thieno[2,3-c]pyridine-3,6-dicarboxylic acid di-tert-butyl ester), C(C)(C)(C)OC(=O)C1=C(SC=2C(N(CCC21)C(=O)OC(C)(C)C)CN2C(C1=CC=CC(=C1C2=O)OCC2=CC=CC=C2)=O)N (2-amino-7-(4-benzyloxy-1,3-dioxo-1,3-dihydro-isoindol-2-ylmethyl)-4,5,6,7-tetrahydro-thieno[2,3-c]pyridine-3,6-dicarboxylic acid di-tert-butyl ester), C(C)(C)(C)OC(C(=O)N1C=NC=C1)=O (imidazol-1-yl-oxo-acetic acid tert-butyl ester). Run in ClCCl (dichloromethane). Reaction conditions: time 1.5 hour. Product: C(C)(C)(C)OC(=O)C1=C(SC=2CN(C(CC21)CN2C(C1=CC=CC=C1C2=O)=O)C(=O)OC(C)(C)C)N (2-amino-5-(1,3-dioxo-1,3-dihydro-isoindol-2-ylmethyl)-4,5,6,7-tetrahydro-thieno[2,3-c]pyridine-3,6-dicarboxylic acid di-tert-butyl ester), C(C)(C)(C)OC(=O)C1=C(SC=2C(N(CCC21)C(=O)OC(C)(C)C)CN2C(C1=CC=CC=C1C2=O)=O)N (2-amino-7-(1,3-dioxo-1,3-dihydro-isoindol-2-ylmethyl)-4,5,6,7-tetrahydro-thieno[2,3-c]pyridine-3,6-dicarboxylic acid di-tert-butyl ester). RXN SMILES: [C:1]([O:5][C:6]([C:8]1[C:16]2[CH2:15][CH:14]([CH2:17][N:18]3[C:26](=[O:27])[C:25]4[C:20](=[CH:21][CH:22]=[CH:23][C:24]=4OCC4C=CC=CC=4)[C:19]3=[O:36])[N:13]([C:37]([O:39][C:40]([CH3:43])([CH3:42])[CH3:41])=[O:38])[CH2:12][C:11]=2[S:10][C:9]=1[NH2:44])=[O:7])([CH3:4])([CH3:3])[CH3:2].[C:45]([O:49][C:50]([C:52]1[C:60]2[CH2:59][CH2:58][N:57]([C:61]([O:63][C:64]([CH3:67])([CH3:66])[CH3:65])=[O:62])[CH:56]([CH2:68][N:69]3[C:77](=[O:78])[C:76]4[C:71](=[CH:72][CH:73]=[CH:74][C:75]=4OCC4C=CC=CC=4)[C:70]3=[O:87])[C:55]=2[S:54][C:53]=1[NH2:88])=[O:51])([CH3:48])([CH3:47])[CH3:46].C(OC(=O)C(N1C=CN=C1)=O)(C)(C)C>ClCCl>[C:1]([O:5][C:6]([C:8]1[C:16]2[CH2:15][CH:14]([CH2:17][N:18]3[C:26](=[O:27])[C:25]4[C:20](=[CH:21][CH:22]=[CH:23][CH:24]=4)[C:19]3=[O:36])[N:13]([C:37]([O:39][C:40]([CH3:43])([CH3:42])[CH3:41])=[O:38])[CH2:12][C:11]=2[S:10][C:9]=1[NH2:44])=[O:7])([CH3:3])([CH3:4])[CH3:2].[C:45]([O:49][C:50]([C:52]1[C:60]2[CH2:59][CH2:58][N:57]([C:61]([O:63][C:64]([CH3:66])([CH3:67])[CH3:65])=[O:62])[CH:56]([CH2:68][N:69]3[C:70](=[O:87])[C:71]4[C:76](=[CH:75][CH:74]=[CH:73][CH:72]=4)[C:77]3=[O:78])[C:55]=2[S:54][C:53]=1[NH2:88])=[O:51])([CH3:46])([CH3:47])[CH3:48]. Procedure: To a solution of the above mixture of 2-amino-5-(4-benzyloxy-1,3-dioxo-1,3-dihydro-isoindol-2-ylmethyl)-4,5,6,7-tetrahydro-thieno[2,3-c]pyridine-3,6-dicarboxylic acid di-tert-butyl ester and 2-amino-7-(4-benzyloxy-1,3-dioxo-1,3-dihydro-isoindol-2-ylmethyl)-4,5,6,7-tetrahydro-thieno[2,3-c]pyridine-3,6-dicarboxylic acid di-tert-butyl ester (0.15 g, 0.24 mmol) in distilled dichloromethane (4 ml) under nitrogen was added imidazol-1-yl-oxo-acetic acid tert-butyl ester (0.14 g, 0.72 mmol) and the reac...